Dataset: the Open Reaction Database (ORD), a public repository of structured organic reaction records. Task: describe an organic reaction: reactants, conditions, products, and yield RXN SMILES: [Br:33][CH2:34][c:35]1[cH:36][cH:37][cH:38][cH:39][cH:40]1.[CH2:28]1[O:29][CH2:30][CH2:31][CH2:32]1.[CH3:18][Si:19]([N-:20][Si:21]([CH3:22])([CH3:23])[CH3:24])([CH3:25])[CH3:26].[Li+:27].[O:1]=[C:2]1[CH2:3][N:4]([C:8](=[O:9])[O:10][CH2:11][c:12]2[cH:13][cH:14][cH:15][cH:16][cH:17]2)[CH2:5][CH2:6][NH:7]1.[O:41]=[CH:42][N:43]([CH3:44])[CH3:45]>>[O:1]=[C:2]1[CH2:3][N:4]([C:8](=[O:9])[O:10][CH2:11][c:12]2[cH:13][cH:14][cH:15][cH:16][cH:17]2)[CH2:5][CH2:6][N:7]1[CH2:34][c:35]1[cH:36][cH:37][cH:38][cH:39][cH:40]1. The product is O=C1CN(C(=O)OCc2ccccc2)CCN1Cc1ccccc1. The reactants are BrCc1ccccc1, C1CCOC1, C[Si](C)(C)[N-][Si](C)(C)C, [Li+], O=C1CN(C(=O)OCc2ccccc2)CCN1, CN(C)C=O. Starting materials: ClC1=CC2=C(CC(O2)CCCC2=CC=CC=C2)C=C1C(=O)O (6-chloro-2-(3-phenylpropyl)-2,3-dihydrobenzofuran-5-carboxylic acid), CC(=O)C1=C(C(=CC=C1)N)O (3-amino-2-hydroxyacetophenone). Yields the product C(C)(=O)C=1C(=C(C=CC1)NC(=O)C=1C(=CC2=C(CC(O2)CCCC2=CC=CC=C2)C1)Cl)O (N-(3-Acetyl-2-hydroxyphenyl)-6-chloro-2-(3-phenylpropyl)-2,3-dihydrobenzofuran-5-carboxamide). Isolated yield 42.0%. As a reaction SMILES: [Cl:1][C:2]1[C:19]([C:20]([OH:22])=O)=[CH:18][C:5]2[CH2:6][CH:7]([CH2:9][CH2:10][CH2:11][C:12]3[CH:17]=[CH:16][CH:15]=[CH:14][CH:13]=3)[O:8][C:4]=2[CH:3]=1.[CH3:23][C:24]([C:26]1[CH:31]=[CH:30][CH:29]=[C:28]([NH2:32])[C:27]=1[OH:33])=[O:25]>>[C:24]([C:26]1[C:27]([OH:33])=[C:28]([NH:32][C:20]([C:19]2[C:2]([Cl:1])=[CH:3][C:4]3[O:8][CH:7]([CH2:9][CH2:10][CH2:11][C:12]4[CH:13]=[CH:14][CH:15]=[CH:16][CH:17]=4)[CH2:6][C:5]=3[CH:18]=2)=[O:22])[CH:29]=[CH:30][CH:31]=1)(=[O:25])[CH3:23]. Procedure details: Following the process described in example 1 (point K), starting from 6-chloro-2-(3-phenylpropyl)-2,3-dihydrobenzofuran-5-carboxylic acid and 3-amino-2-hydroxyacetophenone, the title compound was prepared, which was purified by chromatography through a silica gel column, eluting with hexane:ethyl acetate, 1:1 (42% yield). Reactants: O=C([O-])[O-], N#Cc1ccc(F)cc1, [K+], [K+], Nc1ncccc1O, CN(C)C=O. Yields the product N#Cc1ccc(Oc2cccnc2N)cc1. RXN SMILES: [C:1](=[O:2])([O-:3])[O-:4].[F:15][c:16]1[cH:17][cH:18][c:19]([C:20]#[N:21])[cH:22][cH:23]1.[K+:5].[K+:6].[NH2:7][c:8]1[n:9][cH:10][cH:11][cH:12][c:13]1[OH:14].[O:24]=[CH:25][N:26]([CH3:27])[CH3:28]>>[NH2:7][c:8]1[n:9][cH:10][cH:11][cH:12][c:13]1[O:14][c:16]1[cH:17][cH:18][c:19]([C:20]#[N:21])[cH:22][cH:23]1. Reactants: CC1=C(N=CN1)CSCCNC(=S)N (N-[2-((5-methyl-4-imidazolyl)methylthio)ethyl]thiourea), CI (methyl iodide). The solvent is CO (methanol). Product: [I-].CSC(=[NH+]CCSCC=1N=CNC1C)N (S-methyl-N-[2-((5-methyl-4-imidazolyl)methylthio)ethyl]thiouronium iodide). The yield is 62.1%. Reaction SMILES: [CH3:1][C:2]1[NH:6][CH:5]=[N:4][C:3]=1[CH2:7][S:8][CH2:9][CH2:10][NH:11][C:12]([NH2:14])=[S:13].[CH3:15][I:16]>CO>[I-:16].[CH3:15][S:13][C:12]([NH2:14])=[NH+:11][CH2:10][CH2:9][S:8][CH2:7][C:3]1[N:4]=[CH:5][NH:6][C:2]=1[CH3:1] |f:3.4|. Procedure details: A solution of N-[2-((5-methyl-4-imidazolyl)methylthio)ethyl]thiourea (2.29 g) and methyl iodide (1.56 g) in methanol (5 ml) was kept at room temperature for 18 hours affording S-methyl-N-[2-((5-methyl-4-imidazolyl)methylthio)ethyl]thiouronium iodide (2.3 g), m.p. 128°-131°. The iodide was converted into the corresponding sulphate by ion-exchange on an ion-exchange resin (IRA 401) in the sulphate form. Product: OC(C=1C=NC=CC1C=1C=C(C#N)C=CC1)C1=C(C=CC=C1)C (3-{3-[hydroxy-(2-methyl-phenyl)-methyl]-pyridin-4-yl}-benzonitrile). As a reaction SMILES: [CH:1]([C:3]1[CH:4]=[N:5][CH:6]=[CH:7][C:8]=1[C:9]1[CH:10]=[C:11]([CH:14]=[CH:15][CH:16]=1)[C:12]#[N:13])=[O:2].[CH3:17][C:18]1[CH:23]=[CH:22][CH:21]=[CH:20][C:19]=1[Mg]Br>C1COCC1>[OH:2][CH:1]([C:19]1[CH:20]=[CH:21][CH:22]=[CH:23][C:18]=1[CH3:17])[C:3]1[CH:4]=[N:5][CH:6]=[CH:7][C:8]=1[C:9]1[CH:10]=[C:11]([CH:14]=[CH:15][CH:16]=1)[C:12]#[N:13]. Starting materials: C(=O)C=1C=NC=CC1C=1C=C(C#N)C=CC1 (3-(3-formyl-pyridin-4-yl)-benzonitrile), CC1=C(C=CC=C1)[Mg]Br (2-methylphenylmagnesium bromide). Reported procedure: To a solution of 3-(3-formyl-pyridin-4-yl)-benzonitrile (30 mg, 0.15 mmol) in THF (1.5 mL) at −78° C. was added 2.0 M 2-methylphenylmagnesium bromide in THF (0.15 mL). The reaction mixture was quenched with ammonium chloride and extracted with ethyl acetate. The organic layer was dried over sodium sulfate, concentrated, and the residue purified by flash chromatography eluted with 5% methanol in dichloromethane to yield 3-{3-[hydroxy-(2-methyl-phenyl)-methyl]-pyridin-4-yl}-benzonitrile as white c... The solvent is C1CCOC1 (THF), C1CCOC1 (THF). The reactants are CO, Cl, CC(C)(C)OC(=O)N1CC(n2cnc(-c3ccc(F)cc3)c2-c2ccnc(N)n2)C1. The product is Nc1nccc(-c2c(-c3ccc(F)cc3)ncn2C2CNC2)n1. As a reaction SMILES: [CH3:32][OH:33].[ClH:31].[NH2:1][c:2]1[n:3][cH:4][cH:5][c:6](-[c:8]2[c:9](-[c:24]3[cH:25][cH:26][c:27]([F:30])[cH:28][cH:29]3)[n:10][cH:11][n:12]2[CH:13]2[CH2:14][N:15]([C:17]([O:18][C:19]([CH3:20])([CH3:21])[CH3:22])=[O:23])[CH2:16]2)[n:7]1>>[NH2:1][c:2]1[n:3][cH:4][cH:5][c:6](-[c:8]2[c:9](-[c:24]3[cH:25][cH:26][c:27]([F:30])[cH:28][cH:29]3)[n:10][cH:11][n:12]2[CH:13]2[CH2:14][NH:15][CH2:16]2)[n:7]1.